Dataset: the Open Reaction Database (ORD), a public repository of structured organic reaction records. Task: describe an organic reaction: reactants, conditions, products, and yield Reactants: CCOC(=O)Cc1ccc(O)c(Cl)c1, ClCc1ccc2ccccc2n1, [K+], [K+], O=C([O-])[O-], CN(C)C=O. Yields the product CCOC(=O)Cc1ccc(OCc2ccc3ccccc3n2)c(Cl)c1. RXN SMILES: [Cl:1][c:2]1[cH:3][c:4]([CH2:9][C:10](=[O:11])[O:12][CH2:13][CH3:14])[cH:5][cH:6][c:7]1[OH:8].[Cl:21][CH2:22][c:23]1[n:24][c:25]2[cH:26][cH:27][cH:28][cH:29][c:30]2[cH:31][cH:32]1.[K+:15].[K+:16].[O-:17][C:18]([O-:19])=[O:20].[O:33]=[CH:34][N:35]([CH3:36])[CH3:37]>>[Cl:1][c:2]1[cH:3][c:4]([CH2:9][C:10](=[O:11])[O:12][CH2:13][CH3:14])[cH:5][cH:6][c:7]1[O:8][CH2:22][c:23]1[n:24][c:25]2[cH:26][cH:27][cH:28][cH:29][c:30]2[cH:31][cH:32]1. Reactants: ClC1=C(C(=O)O)C=C(C=C1)S(=O)(=O)C (2-chloro-5-methanesulfonyl-benzoic acid), Cu(I)Br, C(C)(C)O (isopropanol). The solvent is CCN(CC)CC (NEt3). Conditions: temperature 120 celsius. Yields the product C(C)(C)OC1=C(C(=O)O)C=C(C=C1)S(=O)(=O)C (2-Isopropoxy-5-methanesulfonyl-benzoic Acid). As a reaction SMILES: Cl[C:2]1[CH:10]=[CH:9][C:8]([S:11]([CH3:14])(=[O:13])=[O:12])=[CH:7][C:3]=1[C:4]([OH:6])=[O:5].[CH:15]([OH:18])([CH3:17])[CH3:16]>CCN(CC)CC>[CH:15]([O:18][C:2]1[CH:10]=[CH:9][C:8]([S:11]([CH3:14])(=[O:13])=[O:12])=[CH:7][C:3]=1[C:4]([OH:6])=[O:5])([CH3:17])[CH3:16]. Procedure details: A mixture of 2.13 mmol 2-chloro-5-methanesulfonyl-benzoic acid, 0.64 mmol Cu(I)Br in 5 ml NEt3 and 25 ml isopropanol was heated to 120° C. for 16 h in a sealed tube. The volatiles were removed under vacuum, and the residue was taken up in 70 ml 1N HCl. Extraction with ethyl acetate drying of the combined organic fractions, and evaporation yielded a residue which was purified by reversed phase preparative HPLC eluting with an acetonitrile/water gradient. Evaporation of the product fractions yield... Starting materials: C([O-])(O)=O.[Na+] (sodium bicarbonate), C(C)(C)N(C(C)C)CC (N,N-diisopropylethylamine), C(C=C)(=O)Cl (acryloyl chloride), N1=CC(=CC2=CC=CC=C12)C=1C2=C(N3CC(CCC13)N)N=CN=C2N (5-(quinolin-3-yl)-6,7,8,9-tetrahydropyrimido[5,4-b]indolizine-4,8-diamine). The solvent is C(Cl)(Cl)Cl (chloroform). Conditions: time 15 minute. Yields the product NC1=NC=NC2=C1C(=C1CCC(CN21)NC(C=C)=O)C=2C=NC1=CC=CC=C1C2 (N-(4-amino-5-(quinolin-3-yl)-6,7,8,9-tetrahydropyrimido[5,4-b]indolizin-8-yl)acrylamide). RXN SMILES: C(N(CC)C(C)C)(C)C.[C:10](Cl)(=[O:13])[CH:11]=[CH2:12].[N:15]1[C:24]2[C:19](=[CH:20][CH:21]=[CH:22][CH:23]=2)[CH:18]=[C:17]([C:25]2[C:26]3[C:38]([NH2:39])=[N:37][CH:36]=[N:35][C:27]=3[N:28]3[C:33]=2[CH2:32][CH2:31][CH:30]([NH2:34])[CH2:29]3)[CH:16]=1.C(=O)(O)[O-].[Na+]>C(Cl)(Cl)Cl>[NH2:39][C:38]1[C:26]2[C:25]([C:17]3[CH:16]=[N:15][C:24]4[C:19]([CH:18]=3)=[CH:20][CH:21]=[CH:22][CH:23]=4)=[C:33]3[N:28]([C:27]=2[N:35]=[CH:36][N:37]=1)[CH2:29][CH:30]([NH:34][C:10](=[O:13])[CH:11]=[CH2:12])[CH2:31][CH2:32]3 |f:3.4|. Procedure: N,N-diisopropylethylamine (0.033 ml) and acryloyl chloride (0.0154 ml) were added to a solution of 5-(quinolin-3-yl)-6,7,8,9-tetrahydropyrimido[5,4-b]indolizine-4,8-diamine (68 mg) obtained in Step 11 in chloroform (2.5 ml) under ice-cooling. After stirring at the same temperature for 15 minutes, the mixture was poured into a saturated aqueous sodium bicarbonate solution, followed by extraction with chloroform. The organic layer was dried over anhydrous sodium sulfate, and the solvent was then d... The reactants are Cl.COC(C[C@@H](C(=O)O)N)=O ((3S)-3-amino-3-carboxypropionic acid methyl ester hydrochloride), S(O)(O)(=O)=O (sulfuric acid), [Br-].[K+] (potassium bromide), N(=O)[O-].[Na+] (sodium nitrite). Run in O (water), O (water). Reaction conditions: time 2 hour. Yields the product COC(C[C@@H](C(=O)O)Br)=O ((3S)-3-bromo-3-carboxypropionic acid methyl ester). The yield is 101.9%. RXN SMILES: Cl.[CH3:2][O:3][C:4](=[O:11])[CH2:5][C@H:6](N)[C:7]([OH:9])=[O:8].S(=O)(=O)(O)O.[Br-:17].[K+].N([O-])=O.[Na+]>O>[CH3:2][O:3][C:4](=[O:11])[CH2:5][C@H:6]([Br:17])[C:7]([OH:9])=[O:8] |f:0.1,3.4,5.6|. Procedure details: To a mixture of (3S)-3-amino-3-carboxypropionic acid methyl ester hydrochloride (155 g), sulfuric acid (433 g), potassium bromide (402 g) and water (1900 ml) is added dropwise a solution of sodium nitrite (69.8 g) in water (150 ml) at a temperature from 10° C. to 12° C. over a period of 45 minutes. After the addition, the mixture is stirred at a temperature from 10° C. to 15° C. for two hours. The reaction solution is extracted with ethyl acetate, and the extract is washed, dried, and concentrat... Procedure: L-Cysteine methyl ester hydrochloride was acylated with N-(tert-butoxycarbonyl)-D-serine by using in an analogous manner the procedure described in Example 1(e) to yield N-[N-(tert-butoxycarbonyl)-D-seryl]-L-cysteine methyl ester as white crystals of m.p. 105°-106° C. RXN SMILES: Cl.[CH3:2][O:3][C:4](=[O:9])[C@H:5]([CH2:7][SH:8])[NH2:6].[C:10]([O:14][C:15]([NH:17][C@@H:18]([C:21](O)=[O:22])[CH2:19][OH:20])=[O:16])([CH3:13])([CH3:12])[CH3:11]>>[CH3:2][O:3][C:4](=[O:9])[C@H:5]([CH2:7][SH:8])[NH:6][C:19](=[O:20])[C@@H:18]([CH2:21][OH:22])[NH:17][C:15]([O:14][C:10]([CH3:11])([CH3:13])[CH3:12])=[O:16] |f:0.1|. Product: COC([C@@H](NC([C@H](NC(=O)OC(C)(C)C)CO)=O)CS)=O (N-[N-(tert-butoxycarbonyl)-D-seryl]-L-cysteine methyl ester). Reactants: Cl.COC([C@@H](N)CS)=O (L-Cysteine methyl ester hydrochloride), C(C)(C)(C)OC(=O)N[C@H](CO)C(=O)O (N-(tert-butoxycarbonyl)-D-serine). Solvent: CCOC(=O)C (EtOAc), O (water), CCO (EtOH). Product: NC1=CC(=CC(=C1O)C(C)(C)C)C(C)(C)C (6-amino-2,4-di-tert-butyl-phenol). Reported procedure: A solution of 2,4-di-tert-butyl-6-nitro-phenol (27 mg, 0.11 mmol) and SnCl2.2H2O (121 mg, 0.54 mmol) in EtOH (1.0 mL) was heated in microwave oven at 100° C. for 30 min. The mixture was diluted with EtOAc and water, basified with sat. NaHCO3 and filtered through Celite. The organic layer was separated and dried over Na2SO4. Solvent was removed by evaporation to provide 6-amino-2,4-di-tert-butyl-phenol (C-8), which was used without further purification. HPLC ret. time 2.74 min, 10-99% CH3CN, 5 mi... Reactants: C(C)(C)(C)C1=C(C(=CC(=C1)C(C)(C)C)[N+](=O)[O-])O (2,4-di-tert-butyl-6-nitro-phenol), O.O.Cl[Sn]Cl (SnCl2.2H2O), C(=O)(O)[O-].[Na+] (NaHCO3). Reaction SMILES: [C:1]([C:5]1[CH:10]=[C:9]([C:11]([CH3:14])([CH3:13])[CH3:12])[CH:8]=[C:7]([N+:15]([O-])=O)[C:6]=1[OH:18])([CH3:4])([CH3:3])[CH3:2].O.O.Cl[Sn]Cl.C([O-])(O)=O.[Na+]>CCO.CCOC(C)=O.O>[NH2:15][C:7]1[C:6]([OH:18])=[C:5]([C:1]([CH3:3])([CH3:2])[CH3:4])[CH:10]=[C:9]([C:11]([CH3:14])([CH3:13])[CH3:12])[CH:8]=1 |f:1.2.3,4.5|.